From a dataset of the Open Reaction Database (ORD), a public repository of structured organic reaction records. describe an organic reaction: reactants, conditions, products, and yield Starting materials: NC1=NC(=NC=C1C(=O)O)SCC (4-amino-2-ethylsulfanylpyrimidine-5-carboxylic acid), BrC1=C(C(=CC(=C1)F)F)OC (2-bromo-4,6-difluoroanisole). Yields the product NC1=NC(=NC=C1C(=O)C1=C(C(=CC=C1F)OC)F)SCC ((4-amino-2-ethylsulfanyl-pyrimidin-5-yl)-(2,6-difluoro-3-methoxy-phenyl)-methanone). RXN SMILES: [NH2:1][C:2]1[C:7]([C:8]([OH:10])=O)=[CH:6][N:5]=[C:4]([S:11][CH2:12][CH3:13])[N:3]=1.Br[C:15]1[CH:20]=[C:19]([F:21])[CH:18]=[C:17]([F:22])[C:16]=1[O:23][CH3:24]>>[NH2:1][C:2]1[C:7]([C:8]([C:18]2[C:19]([F:21])=[CH:20][CH:15]=[C:16]([O:23][CH3:24])[C:17]=2[F:22])=[O:10])=[CH:6][N:5]=[C:4]([S:11][CH2:12][CH3:13])[N:3]=1. Reported procedure: The same procedure as described in Example 47 was used, starting from 4-amino-2-ethylsulfanylpyrimidine-5-carboxylic acid, Example 1, and 2-bromo-4,6-difluoroanisole (Astatech), to give (4-amino-2-ethylsulfanyl-pyrimidin-5-yl)-(2,6-difluoro-3-methoxy-phenyl)-methanone as a white solid. MS (M+H)+, 326. Starting materials: Brc1ccc2c(c1)CCN2, [BH3-]C#N, CO, [Na+], O=C1CCCCC1. The product is Brc1ccc2c(c1)CCN2C1CCCCC1. As a reaction SMILES: [Br:1][c:2]1[cH:3][c:4]2[c:8]([cH:9][cH:10]1)[NH:7][CH2:6][CH2:5]2.[C:18]([BH3-:19])#[N:20].[CH3:22][OH:23].[Na+:21].[O:11]=[C:12]1[CH2:13][CH2:14][CH2:15][CH2:16][CH2:17]1>>[Br:1][c:2]1[cH:3][c:4]2[c:8]([cH:9][cH:10]1)[N:7]([CH:12]1[CH2:13][CH2:14][CH2:15][CH2:16][CH2:17]1)[CH2:6][CH2:5]2. Reactants: C(C)OC(=O)C1CN(C2=CC=CC=C2C1)C(C1=CC=C(C=C1)NC(C1=CC(=CC(=C1)Cl)Cl)=O)=O (3-ethoxycarbonyl-1-[4-(3,5-dichlorobenzoylamino)benzoyl]-1,2,3,4-tetrahydroquinoline), [OH-].[Na+] (sodium hydroxide), Cl (hydrochloric acid). Run in O (water), C(C)O (ethanol). Conditions: time 15 minute. The product is C(=O)(O)C1CN(C2=CC=CC=C2C1)C(C1=CC=C(C=C1)NC(C1=CC(=CC(=C1)Cl)Cl)=O)=O (3-carboxy-1-[4-(3,5-dichlorobenzoylamino)benzoyl]-1,2,3,4-tetrahydroquinoline). Yield: 70.7%. As a reaction SMILES: C([O:3][C:4]([CH:6]1[CH2:15][C:14]2[C:9](=[CH:10][CH:11]=[CH:12][CH:13]=2)[N:8]([C:16](=[O:34])[C:17]2[CH:22]=[CH:21][C:20]([NH:23][C:24](=[O:33])[C:25]3[CH:30]=[C:29]([Cl:31])[CH:28]=[C:27]([Cl:32])[CH:26]=3)=[CH:19][CH:18]=2)[CH2:7]1)=[O:5])C.[OH-].[Na+].Cl>O.C(O)C>[C:4]([CH:6]1[CH2:15][C:14]2[C:9](=[CH:10][CH:11]=[CH:12][CH:13]=2)[N:8]([C:16](=[O:34])[C:17]2[CH:18]=[CH:19][C:20]([NH:23][C:24](=[O:33])[C:25]3[CH:30]=[C:29]([Cl:31])[CH:28]=[C:27]([Cl:32])[CH:26]=3)=[CH:21][CH:22]=2)[CH2:7]1)([OH:5])=[O:3] |f:1.2|. Procedure details: To 3-ethoxycarbonyl-1-[4-(3,5-dichlorobenzoylamino)benzoyl]-1,2,3,4-tetrahydroquinoline (0.6 g) are added an aqueous solution of sodium hydroxide (0.1 g) in water (1 ml) and ethanol (5 ml). The mixture is stirred at room temperature for 15 minutes, and acidified with diluted hydrochloric acid, extracted with dichloromethane. The solvent is distilled off and the resulting residue is purified by silica gel column chromatography (eluent; dichloromethane→dichloromethane:methanol=50:1), and recrystal...